This data is from the Open Reaction Database (ORD), a public repository of structured organic reaction records. The task is: describe an organic reaction: reactants, conditions, products, and yield The product is [N+](=O)([O-])C1=CC=C(C(=O)C(COCCO)(C(C2=CC=C(C=C2)[N+](=O)[O-])=O)O)C=C1 (bis-(4-nitrobenzoyl)-diethylene glycol). Starting materials: C(COCCO)O (Diethylene glycol), [N+](=O)([O-])C1=CC=C(C(=O)Cl)C=C1 (p-nitrobenzoyl chloride). Isolated yield 83.3%. As a reaction SMILES: [CH2:1]([OH:7])[CH2:2][O:3][CH2:4][CH2:5][OH:6].[N+:8]([C:11]1[CH:19]=[CH:18][C:14]([C:15](Cl)=[O:16])=[CH:13][CH:12]=1)([O-:10])=[O:9]>>[N+:8]([C:11]1[CH:19]=[CH:18][C:14]([C:15]([C:1]([OH:7])([C:15](=[O:16])[C:14]2[CH:13]=[CH:12][C:11]([N+:8]([O-:10])=[O:9])=[CH:19][CH:18]=2)[CH2:2][O:3][CH2:4][CH2:5][OH:6])=[O:16])=[CH:13][CH:12]=1)([O-:10])=[O:9]. Procedure details: Diethylene glycol (31.8 g, 0.3 mole) and p-nitrobenzoyl chloride (116 g, 0.62 mole) were reacted under the conditions described in Example 1, Part A. The product was crystallized from ethyl acetate to give bis-(4-nitrobenzoyl)-diethylene glycol (101 g) as a pale yellow solid, m.p. 100°-102° C. The product was homogeneous by TLC.